This data is from the Open Reaction Database (ORD), a public repository of structured organic reaction records. The task is: describe an organic reaction: reactants, conditions, products, and yield Starting materials: NC(=O)CBr, O=C([O-])[O-], CCCCC1(CCCC)C(=O)C(C2=NS(=O)(=O)c3cc(O)ccc3N2)=C(O)c2ccccc21, CCCC[N+](CCCC)(CCCC)CCCC, CN(C)C=O, CCOC(C)=O, [Cl-], [Cs+], [Cs+], [I-], [NH4+]. Product: CCCCC1(CCCC)C(=O)C(C2=NS(=O)(=O)c3cc(OCC(N)=O)ccc3N2)=C(O)c2ccccc21. As a reaction SMILES: [Br:34][CH2:35][C:36](=[O:37])[NH2:38].[C:39](=[O:40])([O-:41])[O-:42].[CH2:1]([CH2:2][CH2:3][CH3:4])[C:5]1([CH2:30][CH2:31][CH2:32][CH3:33])[C:6](=[O:29])[C:7]([C:16]2=[N:17][S:18](=[O:27])(=[O:28])[c:19]3[c:20]([cH:22][cH:23][c:24]([OH:26])[cH:25]3)[NH:21]2)=[C:8]([OH:15])[c:9]2[cH:10][cH:11][cH:12][cH:13][c:14]21.[CH2:48]([N+:49]([CH2:50][CH2:51][CH2:52][CH3:53])([CH2:54][CH2:55][CH2:56][CH3:57])[CH2:58][CH2:59][CH2:60][CH3:61])[CH2:62][CH2:63][CH3:64].[CH3:65][N:66]([CH3:67])[CH:68]=[O:69].[CH3:70][CH2:71][O:72][C:73](=[O:74])[CH3:75].[Cl-:45].[Cs+:43].[Cs+:44].[I-:47].[NH4+:46]>>[CH2:1]([CH2:2][CH2:3][CH3:4])[C:5]1([CH2:30][CH2:31][CH2:32][CH3:33])[C:6](=[O:29])[C:7]([C:16]2=[N:17][S:18](=[O:27])(=[O:28])[c:19]3[c:20]([cH:22][cH:23][c:24]([O:26][CH2:35][C:36](=[O:37])[NH2:38])[cH:25]3)[NH:21]2)=[C:8]([OH:15])[c:9]2[cH:10][cH:11][cH:12][cH:13][c:14]21. The reactants are BrC1=C(C=CC=C1)SC1(CCCCC1)C(=O)OC (methyl 1-[(2-bromophenyl)sulfanyl]cyclohexanecarboxylate), [OH-].[Na+] (NaOH). Run in CO (MeOH). Conditions: time 2 day. Yields the product BrC1=C(C=CC=C1)SC1(CCCCC1)C(=O)O (1-[(2-bromophenyl)sulfanyl]cyclohexanecarboxylic acid). Reaction SMILES: [Br:1][C:2]1[CH:7]=[CH:6][CH:5]=[CH:4][C:3]=1[S:8][C:9]1([C:15]([O:17]C)=[O:16])[CH2:14][CH2:13][CH2:12][CH2:11][CH2:10]1.[OH-].[Na+]>CO>[Br:1][C:2]1[CH:7]=[CH:6][CH:5]=[CH:4][C:3]=1[S:8][C:9]1([C:15]([OH:17])=[O:16])[CH2:14][CH2:13][CH2:12][CH2:11][CH2:10]1 |f:1.2|. Procedure details: To a solution of methyl 1-[(2-bromophenyl)sulfanyl]cyclohexanecarboxylate (89 mg, in MeOH (3 mL) was added 1 M NaOH (1 mL). The mixture was stirred at room temperature for 2 days, then at 65° C. for 6 h. The mixture was then concentrated and the residue was partitioned between ethyl acetate and 1 M HCl. The organic phase was washed with brine, dried over MgSO4 and concentrated to give 1-[(2-bromophenyl)sulfanyl]cyclohexanecarboxylic acid. Reactants: CC(=O)N1CCN(CCO)CC1, ClCCl, COc1cc2ncnc(Oc3ccc4[nH]ccc4c3F)c2cc1O, CC(C)OC(=O)N=NC(=O)OC(C)C, c1ccc(P(c2ccccc2)c2ccccc2)cc1. Product: COc1cc2ncnc(Oc3ccc4[nH]ccc4c3F)c2cc1OCCN1CCN(C(C)=O)CC1. Reaction SMILES: [C:25]([CH3:26])(=[O:27])[N:28]1[CH2:29][CH2:30][N:31]([CH2:34][CH2:35][OH:36])[CH2:32][CH2:33]1.[Cl:70][CH2:71][Cl:72].[F:1][c:2]1[c:3]2[cH:4][cH:5][nH:6][c:7]2[cH:8][cH:9][c:10]1[O:11][c:12]1[n:13][cH:14][n:15][c:16]2[cH:17][c:18]([O:23][CH3:24])[c:19]([OH:22])[cH:20][c:21]12.[O:56]=[C:57]([O:58][CH:59]([CH3:60])[CH3:61])[N:62]=[N:63][C:64]([O:65][CH:66]([CH3:67])[CH3:68])=[O:69].[c:37]1([P:38]([c:39]2[cH:40][cH:41][cH:42][cH:43][cH:44]2)[c:45]2[cH:46][cH:47][cH:48][cH:49][cH:50]2)[cH:51][cH:52][cH:53][cH:54][cH:55]1>>[F:1][c:2]1[c:3]2[cH:4][cH:5][nH:6][c:7]2[cH:8][cH:9][c:10]1[O:11][c:12]1[n:13][cH:14][n:15][c:16]2[cH:17][c:18]([O:23][CH3:24])[c:19]([O:22][CH2:35][CH2:34][N:31]3[CH2:30][CH2:29][N:28]([C:25]([CH3:26])=[O:27])[CH2:33][CH2:32]3)[cH:20][c:21]12. Starting materials: CCOc1ccc2c(c1)CCC(=O)N2, O=C(O)C(F)(F)F, O=N[O-], [Na+]. Yields the product CCOc1cc2c(cc1[N+](=O)[O-])NC(=O)CC2. RXN SMILES: [CH2:1]([CH3:2])[O:3][c:4]1[cH:5][c:6]2[c:11]([cH:12][cH:13]1)[NH:10][C:9](=[O:14])[CH2:8][CH2:7]2.[F:19][C:20]([F:21])([F:22])[C:23]([OH:24])=[O:25].[N:15](=[O:16])[O-:17].[Na+:18]>>[CH2:1]([CH3:2])[O:3][c:4]1[cH:5][c:6]2[c:11]([cH:12][c:13]1[N+:15](=[O:16])[O-:17])[NH:10][C:9](=[O:14])[CH2:8][CH2:7]2.